Dataset: the Open Reaction Database (ORD), a public repository of structured organic reaction records. Task: describe an organic reaction: reactants, conditions, products, and yield The reactants are C(C)C1=CC=C(NCC(C)C)C=C1 (4-ethyl-N-isobutylaniline), CC1=NOC(=C1COC1=CC=C(C=C1)S(=O)(=O)Cl)C (4-{[(3,5-dimethyl-4-isoxazolyl)methyl]oxy}benzenesulfonyl chloride). Run in N1=CC=CC=C1 (pyridine). Reaction conditions: time 16 hour. Product: CC1=NOC(=C1COC1=CC=C(C=C1)S(=O)(=O)N(CC(C)C)C1=CC=C(C=C1)CC)C (4-((3,5-dimethylisoxazol-4-yl)methoxy)-N-(4-ethylphenyl)-N-isobutylbenzenesulfonamide). The yield is 83.0%. RXN SMILES: [CH2:1]([C:3]1[CH:13]=[CH:12][C:6]([NH:7][CH2:8][CH:9]([CH3:11])[CH3:10])=[CH:5][CH:4]=1)[CH3:2].[CH3:14][C:15]1[C:19]([CH2:20][O:21][C:22]2[CH:27]=[CH:26][C:25]([S:28](Cl)(=[O:30])=[O:29])=[CH:24][CH:23]=2)=[C:18]([CH3:32])[O:17][N:16]=1>N1C=CC=CC=1>[CH3:14][C:15]1[C:19]([CH2:20][O:21][C:22]2[CH:23]=[CH:24][C:25]([S:28]([N:7]([C:6]3[CH:12]=[CH:13][C:3]([CH2:1][CH3:2])=[CH:4][CH:5]=3)[CH2:8][CH:9]([CH3:10])[CH3:11])(=[O:30])=[O:29])=[CH:26][CH:27]=2)=[C:18]([CH3:32])[O:17][N:16]=1. Procedure details: To 4-ethyl-N-isobutylaniline (50 mg, 0.282 mmol) in pyridine (1 mL) was added 4-{[(3,5-dimethyl-4-isoxazolyl)methyl]oxy}benzenesulfonyl chloride (94 mg, 0.310 mmol) and the reaction stood at room temperature, in air, for 16 hours. The crude was then purified by MDAP (Method F), to provide 103.6 mg of desired product. LCMS (M+1) 443, RT 1.39 mins.